This data is from the Open Reaction Database (ORD), a public repository of structured organic reaction records. The task is: describe an organic reaction: reactants, conditions, products, and yield Reactants: NC=1C=CC2=C(C=3NC(C(NC3C=C2)=O)=O)C1 (9-aminobenzo[f]quinoxaline-2,3(1H,4H)-dione), CC1(OC(CC1)(OC)C)OC (2,5-dimethyl-2,5-dimethoxytetrahydrofuran). The product is CC=1N(C(=CC1)C)C=1C=CC2=C(C=3NC(C(NC3C=C2)=O)=O)C1 (9-(2,5-Dimethyl-1-pyrrolyl)benzo[f]quinoxaline-2,3(1H,4H)-dione). As a reaction SMILES: [NH2:1][C:2]1[CH:3]=[CH:4][C:5]2[CH:14]=[CH:13][C:12]3[NH:11][C:10](=[O:15])[C:9](=[O:16])[NH:8][C:7]=3[C:6]=2[CH:17]=1.[CH3:18][C:19]1(OC)[CH2:23][CH2:22][C:21]([CH3:26])(OC)O1>>[CH3:18][C:19]1[N:1]([C:2]2[CH:3]=[CH:4][C:5]3[CH:14]=[CH:13][C:12]4[NH:11][C:10](=[O:15])[C:9](=[O:16])[NH:8][C:7]=4[C:6]=3[CH:17]=2)[C:21]([CH3:26])=[CH:22][CH:23]=1. Reported procedure: 8.8 mmol of 9-aminobenzo[f]quinoxaline-2,3(1H,4H)-dione were reacted with 8.8 mmol of 2,5-dimethyl-2,5-dimethoxytetrahydrofuran by the method of Example 5d.